From a dataset of the Open Reaction Database (ORD), a public repository of structured organic reaction records. describe an organic reaction: reactants, conditions, products, and yield Reactants: [Li]C(C)(C)C, O=Cc1ccc(CCOC(=O)c2ccccc2)cc1, COCOc1cccnc1, CCOCC, [Cl-], [NH4+]. Yields the product COCOc1cnccc1C(O)c1ccc(CCOC(=O)c2ccccc2)cc1. As a reaction SMILES: [C:11]([Li:12])([CH3:13])([CH3:14])[CH3:15].[C:16]([c:17]1[cH:18][cH:19][cH:20][cH:21][cH:22]1)(=[O:23])[O:24][CH2:25][CH2:26][c:27]1[cH:28][cH:29][c:30]([CH:31]=[O:32])[cH:33][cH:34]1.[CH3:1][O:2][CH2:3][O:4][c:5]1[cH:6][n:7][cH:8][cH:9][cH:10]1.[CH3:37][CH2:38][O:39][CH2:40][CH3:41].[Cl-:35].[NH4+:36]>>[CH3:1][O:2][CH2:3][O:4][c:5]1[cH:6][n:7][cH:8][cH:9][c:10]1[CH:31]([c:30]1[cH:29][cH:28][c:27]([CH2:26][CH2:25][O:24][C:16]([c:17]2[cH:18][cH:19][cH:20][cH:21][cH:22]2)=[O:23])[cH:34][cH:33]1)[OH:32]. Reactants: C1(=CC=CC2=CC=CC=C12)C(C)N=C=O (1-(1-naphthyl)ethyl isocyanate), NC1=NC=NC2=CC(=C(C=C12)OC)OCC1CCN(CC1)C (4-amino-6-methoxy-7-(N-methylpiperidin-4-ylmethoxy)quinazoline). Product: COC=1C=C2C(=NC=NC2=CC1OCC1CCN(CC1)C)NC(=O)NC(C)C1=CC=CC2=CC=CC=C12 (1-[6-methoxy-7-(N-methylpiperidin-4-ylmethoxy)quinazolin-4-yl]-3-[1-(1-naphthyl)ethyl]urea). As a reaction SMILES: [C:1]1([CH:11]([N:13]=[C:14]=[O:15])[CH3:12])[C:10]2[C:5](=[CH:6][CH:7]=[CH:8][CH:9]=2)[CH:4]=[CH:3][CH:2]=1.[NH2:16][C:17]1[C:26]2[C:21](=[CH:22][C:23]([O:29][CH2:30][CH:31]3[CH2:36][CH2:35][N:34]([CH3:37])[CH2:33][CH2:32]3)=[C:24]([O:27][CH3:28])[CH:25]=2)[N:20]=[CH:19][N:18]=1>>[CH3:28][O:27][C:24]1[CH:25]=[C:26]2[C:21](=[CH:22][C:23]=1[O:29][CH2:30][CH:31]1[CH2:36][CH2:35][N:34]([CH3:37])[CH2:33][CH2:32]1)[N:20]=[CH:19][N:18]=[C:17]2[NH:16][C:14]([NH:13][CH:11]([C:1]1[C:10]2[C:5](=[CH:6][CH:7]=[CH:8][CH:9]=2)[CH:4]=[CH:3][CH:2]=1)[CH3:12])=[O:15]. Procedure details: Using an analogous procedure to that described in Example 14, 1-(1-naphthyl)ethyl isocyanate was reacted with 4-amino-6-methoxy-7-(N-methylpiperidin-4-ylmethoxy)quinazoline to give the title compound; NMR Spectrum: (CDCl3) 1.41-1.57 (m, 2H), 1.76 (m, partially obscured by water peak), 1.86-2.05 (m, 5H), 2.02 (s, 3H), 2.91 (s, 2H), 3.87 (s, 3H), 4.02 (d, 2H), 5.95 (s, 1H), 7.19 (s, 1H), 7.23 (s, 1H), 7.39-7.52 (m, 3H), 7.6 (d, 1H), 7.71 (d, 1H), 7.84 (m, 1H), 8.12 (m, 1H), 8.57 (s, 1H), 8.64 (s, ... Reactants: SCCO (2-mercaptoethanol), [O-]CC.[Na+] (sodium ethoxide), C(=C)C(C1=CC=CC=C1)Cl (vinylbenzyl chloride). Run in C(C)O (ethanol). Product: OCCSC(C1=CC=CC=C1)C=C (Vinylbenzyl 2-Hydroxyethyl Sulfide). Reaction SMILES: [O-]CC.[Na+].[SH:5][CH2:6][CH2:7][OH:8].[CH:9]([CH:11](Cl)[C:12]1[CH:17]=[CH:16][CH:15]=[CH:14][CH:13]=1)=[CH2:10]>C(O)C>[OH:8][CH2:7][CH2:6][S:5][CH:11]([CH:9]=[CH2:10])[C:12]1[CH:17]=[CH:16][CH:15]=[CH:14][CH:13]=1 |f:0.1|. Procedure: To a solution of 408 g (6 moles) of sodium ethoxide in 3 l of absolute ethanol, cooled to 0° to 5° C., was added dropwise 476 g (6.1 moles) of 2-mercaptoethanol. Following addition, the solution was stirred for an additional hour at room temperature and then 915 g (6.0 moles) of vinylbenzyl chloride (60 percent m, 40 percent p) was added dropwise. After addition, the mixture was refluxed for 1 hour and was then cooled to room temperature. The sodium chloride was removed by filtration and the sol... Reactants: CC(=O)O, CCO, [Fe], Cc1cc(C)c(Nc2nc3cccc([N+](=O)[O-])c3s2)c(C)c1. The product is Cc1cc(C)c(Nc2nc3cccc(N)c3s2)c(C)c1. As a reaction SMILES: [CH3:23][C:24](=[O:25])[OH:26].[CH3:27][CH2:28][OH:29].[Fe:30].[c:1]1([CH3:22])[c:2]([NH:9][c:10]2[s:11][c:12]3[c:13]([n:14]2)[cH:15][cH:16][cH:17][c:18]3[N+:19]([O-:20])=[O:21])[c:3]([CH3:8])[cH:4][c:5]([CH3:7])[cH:6]1>>[c:1]1([CH3:22])[c:2]([NH:9][c:10]2[s:11][c:12]3[c:13]([n:14]2)[cH:15][cH:16][cH:17][c:18]3[NH2:19])[c:3]([CH3:8])[cH:4][c:5]([CH3:7])[cH:6]1.